This data is from the Open Reaction Database (ORD), a public repository of structured organic reaction records. The task is: describe an organic reaction: reactants, conditions, products, and yield The solvent is CN(C)C=O (DMF). The reactants are CNC1=NC=C(C=C1)C(F)(F)F (N-methyl-(5-trifluoromethyl-pyridin-2-yl)-amine), BrN1C(CCC1=O)=O (N-bromosuccinimide), [Cl-].[NH4+] (ammonium chloride). Reaction conditions: time 1 hour. Reported procedure: To a mixture of N-methyl-(5-trifluoromethyl-pyridin-2-yl)-amine (3.48 g) and DMF (20 ml), N-bromosuccinimide (4.27 g) was added, and stirred at room temperature for 1 hour. Into the reaction mixture, saturated aqueous ammonium chloride solution was poured, and extracted with ethyl acetate. The organic layer was dried over sodium sulfate, and concentrated under reduced pressure. The resulting residue was subjected to silica gel column chromatography to give 4.8 g of N-methyl-(3-bromo-5-trifluorom... As a reaction SMILES: [CH3:1][NH:2][C:3]1[CH:8]=[CH:7][C:6]([C:9]([F:12])([F:11])[F:10])=[CH:5][N:4]=1.[Br:13]N1C(=O)CCC1=O.[Cl-].[NH4+]>CN(C=O)C>[CH3:1][NH:2][C:3]1[C:8]([Br:13])=[CH:7][C:6]([C:9]([F:12])([F:10])[F:11])=[CH:5][N:4]=1 |f:2.3|. The yield is 95.3%. Product: CNC1=NC=C(C=C1Br)C(F)(F)F (N-methyl-(3-bromo-5-trifluoromethyl-pyridin-2-yl)-amine).